From a dataset of the Open Reaction Database (ORD), a public repository of structured organic reaction records. describe an organic reaction: reactants, conditions, products, and yield Reactants: C(CCCCC)C1C(OC2=C1C=CC=C2OC2=C(C=CC=C2)C)=O (3-n-Hexyl-7-(o-tolyloxy)-2,3-dihydrobenzofuran-2-one), [OH-].[K+] (potassium hydroxide). Run in CO (methanol). Product: OC1=C(C=CC=C1OC1=C(C=CC=C1)C)C(C(=O)O)CCCCCC (2-[2-hydroxy-3-(o-tolyloxy)phenyl]n-octanoic acid). RXN SMILES: [CH2:1]([CH:7]1[C:11]2[CH:12]=[CH:13][CH:14]=[C:15]([O:16][C:17]3[CH:22]=[CH:21][CH:20]=[CH:19][C:18]=3[CH3:23])[C:10]=2[O:9][C:8]1=[O:24])[CH2:2][CH2:3][CH2:4][CH2:5][CH3:6].[OH-:25].[K+]>CO>[OH:9][C:10]1[C:15]([O:16][C:17]2[CH:22]=[CH:21][CH:20]=[CH:19][C:18]=2[CH3:23])=[CH:14][CH:13]=[CH:12][C:11]=1[CH:7]([CH2:1][CH2:2][CH2:3][CH2:4][CH2:5][CH3:6])[C:8]([OH:24])=[O:25] |f:1.2|. Procedure details: 3-n-Hexyl-7-(o-tolyloxy)-2,3-dihydrobenzofuran-2-one was treated with potassium hydroxide in methanol in a similar manner to that of Example 21-(10) to give 2-[2-hydroxy-3-(o-tolyloxy)phenyl]n-octanoic acid, mp. 65°-66° C. Reactants: C(C1=CC=CC=C1)N1CCC(CC1)=O (1-benzylpiperid-4-one), BrC1=C(C=CC=C1)OC (2-bromoanisole), solution, C(CCC)[Li] (n-butyllithium). The solvent is C1CCOC1 (THF), C1CCOC1 (THF), C1CCOC1 (THF). Reaction conditions: temperature -70 celsius, time 1 hour. Yields the product C(C1=CC=CC=C1)N1CCC(CC1)(C1=C(C=CC=C1)OC)O (1-Benzyl-4-hydroxy-4-(2-methoxyphenyl)piperidine). The yield is 58.7%. As a reaction SMILES: Br[C:2]1[CH:7]=[CH:6][CH:5]=[CH:4][C:3]=1[O:8][CH3:9].C([Li])CCC.[CH2:15]([N:22]1[CH2:27][CH2:26][C:25](=[O:28])[CH2:24][CH2:23]1)[C:16]1[CH:21]=[CH:20][CH:19]=[CH:18][CH:17]=1>C1COCC1>[CH2:15]([N:22]1[CH2:27][CH2:26][C:25]([OH:28])([C:2]2[CH:7]=[CH:6][CH:5]=[CH:4][C:3]=2[O:8][CH3:9])[CH2:24][CH2:23]1)[C:16]1[CH:17]=[CH:18][CH:19]=[CH:20][CH:21]=1. Reported procedure: A solution of 15 g of 2-bromoanisole in 50 ml of THF is cooled to −70° C., under nitrogen, a 1.6 M solution of n-butyllithium in THF is added dropwise and the mixture is kept stirring for 1 hour. The mixture is cooled to −70° C. and a solution of 15.2 g of 1-benzylpiperid-4-one in 50 ml of THF is added dropwise. The mixture is kept stirring while allowing the temperature to rise to RT and after 1 hour, the reaction mixture is concentrated under vacuum. The residue is taken up in AcOEt, the organ... Reactants: COC(=O)COc1cccc2c1c(C(=O)C(N)=O)c(C)n2Cc1ccccc1-c1ccccc1, CO, [Na+], [Na], [OH-]. Yields the product Cc1c(C(=O)C(N)=O)c2c(OCC(=O)O)cccc2n1Cc1ccccc1-c1ccccc1. Reaction SMILES: [CH3:1][O:2][C:3]([CH2:4][O:5][c:6]1[c:7]2[c:8]([C:29]([C:30](=[O:31])[NH2:32])=[O:33])[c:9]([CH3:28])[n:10]([CH2:15][c:16]3[c:17](-[c:22]4[cH:23][cH:24][cH:25][cH:26][cH:27]4)[cH:18][cH:19][cH:20][cH:21]3)[c:11]2[cH:12][cH:13][cH:14]1)=[O:34].[CH3:38][OH:39].[Na+:37].[Na:35].[OH-:36]>>[O:2]=[C:3]([CH2:4][O:5][c:6]1[c:7]2[c:8]([C:29]([C:30](=[O:31])[NH2:32])=[O:33])[c:9]([CH3:28])[n:10]([CH2:15][c:16]3[c:17](-[c:22]4[cH:23][cH:24][cH:25][cH:26][cH:27]4)[cH:18][cH:19][cH:20][cH:21]3)[c:11]2[cH:12][cH:13][cH:14]1)[OH:34]. Reactants: ClC=1C=CC(=C(C1)C1CC(C=2C(=CC=NC2C1)C)=O)OC (7-(5-chloro-2-methoxyphenyl)-4-methyl-5,6,7,8-tetrahydroquinolin-5-one), C(=N)(N)NN.Cl (aminoguanidine hydrochloride), Cl (hydrochloric acid), O (water). Run in C(C)O (ethanol). Product: Cl.ClC=1C=CC(=C(C1)C1CC(C=2C(=CC=NC2C1)C)=NNC(=N)N)OC (7-(5-chloro-2-methoxyphenyl)-5-guanidinoimino-4-methyl-5,6,7,8-tetrahydroquinoline hydrochloride). Isolated yield 183.7%. RXN SMILES: [Cl:1][C:2]1[CH:3]=[CH:4][C:5]([O:20][CH3:21])=[C:6]([CH:8]2[CH2:17][C:16]3[N:15]=[CH:14][CH:13]=[C:12]([CH3:18])[C:11]=3[C:10](=O)[CH2:9]2)[CH:7]=1.[C:22]([NH:25][NH2:26])([NH2:24])=[NH:23].Cl.Cl.O>C(O)C>[ClH:1].[Cl:1][C:2]1[CH:3]=[CH:4][C:5]([O:20][CH3:21])=[C:6]([CH:8]2[CH2:17][C:16]3[N:15]=[CH:14][CH:13]=[C:12]([CH3:18])[C:11]=3[C:10](=[N:26][NH:25][C:22]([NH2:24])=[NH:23])[CH2:9]2)[CH:7]=1 |f:1.2,6.7|. Procedure details: To a solution of 7-(5-chloro-2-methoxyphenyl)-4-methyl-5,6,7,8-tetrahydroquinolin-5-one (1.0 g) and aminoguanidine hydrochloride (0.44 g) in ethanol (30 ml) were added a concentrated hydrochloric acid (0.83 ml) and water (0.83 ml), and the mixture was refluxed for 7 hours. Under reduced pressure, the solvent was evaporated, and the residue was dissolved in water. The solution was washed with ethyl acetate, and to the aqueous layer was added sodium hydrogen carbonate solution to make the solution... Reactants: C#CC1(CO)OC(n2cnc3c(N)ncnc32)CC1O, O. The product is C#CC1(CO)OC(n2cnc3c(O)ncnc32)CC1O. RXN SMILES: [C:1](#[CH:2])[C:3]1([CH2:19][OH:20])[CH:4]([OH:18])[CH2:5][CH:6]([n:8]2[cH:9][n:10][c:11]3[c:12]([NH2:13])[n:14][cH:15][n:16][c:17]23)[O:7]1.[OH2:21]>>[C:1](#[CH:2])[C:3]1([CH2:19][OH:20])[CH:4]([OH:18])[CH2:5][CH:6]([n:8]2[cH:9][n:10][c:11]3[c:12]([OH:21])[n:14][cH:15][n:16][c:17]23)[O:7]1. Starting materials: C(C)OC(=O)C1CCN(CC1)C1=CC(=C(C=C1)Cl)C1=NC2=C(C=NC=C2)N1 (1-[4-Chloro-3-(3H-imidazo[4,5-c]pyridin-2-yl)-phenyl]piperidine-4-carboxylic acid ethyl ester). Run in Cl (HCl). Run at temperature 120 celsius. Product: Cl.ClC1=C(C=C(C=C1)N1CCC(CC1)C(=O)O)C1=NC2=C(C=NC=C2)N1 (1-[4-Cloro-3-(3H-imidazo[4,5-c]pyridin-2-yl)-phenyl]-piperidine-4-carboxylic acid hydrochloride). Isolated yield 198.9%. Reaction SMILES: C([O:3][C:4]([CH:6]1[CH2:11][CH2:10][N:9]([C:12]2[CH:17]=[CH:16][C:15]([Cl:18])=[C:14]([C:19]3[NH:27][C:22]4[CH:23]=[N:24][CH:25]=[CH:26][C:21]=4[N:20]=3)[CH:13]=2)[CH2:8][CH2:7]1)=[O:5])C>Cl>[ClH:18].[Cl:18][C:15]1[CH:16]=[CH:17][C:12]([N:9]2[CH2:8][CH2:7][CH:6]([C:4]([OH:5])=[O:3])[CH2:11][CH2:10]2)=[CH:13][C:14]=1[C:19]1[NH:27][C:22]2[CH:23]=[N:24][CH:25]=[CH:26][C:21]=2[N:20]=1 |f:2.3|. Reported procedure: Method C—Step e A mixture of 1-[4-Chloro-3-(3H-imidazo[4,5-c]pyridin-2-yl)-phenyl]piperidine-4-carboxylic acid ethyl ester (0.60 g, 1.56 mmol) in 6N HCl (15 mL) was heated in microwave at 120° C. for 20 minutes; 2 cycles were needed to complete conversion. Then solvent was removed under vacuum to obtain 0.61 g of a mixture of the title compound and 2-(5-Bromo-2-chloro-phenyl)-3H-imidazo[4,5-c]pyridine (coming from the previous step), with a ratio of 7:3. Reactants: C(C)(C)(C)OC(=O)N1[C@@H](C2=CC=CC=C2C1)C(=O)O ((S)-2-(tert-butoxycarbonyl)isoindoline-1-carboxylic acid), FC1=C(N)C(=CC=C1)F (2,6-difluoroaniline), O=P(Cl)(Cl)Cl (POCl3). Solvent: N1=CC=CC=C1 (pyridine). Reaction conditions: time 2 hour. Product: C(C)(C)(C)OC(=O)N1[C@@H](C2=CC=CC=C2C1)C(NC1=C(C=CC=C1F)F)=O ((S)-1-(2,6-difluoro-phenylcarbamoyl)-1,3-dihydro-isoindole-2-carboxylic acid tert-butyl ester). Isolated yield 69.8%. RXN SMILES: [C:1]([O:5][C:6]([N:8]1[CH2:16][C:15]2[C:10](=[CH:11][CH:12]=[CH:13][CH:14]=2)[C@H:9]1[C:17](O)=[O:18])=[O:7])([CH3:4])([CH3:3])[CH3:2].[F:20][C:21]1[CH:27]=[CH:26][CH:25]=[C:24]([F:28])[C:22]=1[NH2:23].O=P(Cl)(Cl)Cl>N1C=CC=CC=1>[C:1]([O:5][C:6]([N:8]1[CH2:16][C:15]2[C:10](=[CH:11][CH:12]=[CH:13][CH:14]=2)[C@H:9]1[C:17](=[O:18])[NH:23][C:22]1[C:21]([F:20])=[CH:27][CH:26]=[CH:25][C:24]=1[F:28])=[O:7])([CH3:4])([CH3:2])[CH3:3]. Procedure: To the solution of (S)-2-(tert-butoxycarbonyl)isoindoline-1-carboxylic acid (300 mg, 1.14 mmol, Eq: 1.00) and 2,6-difluoroaniline (177 mg, 1.37 mmol, Eq: 1.2) in pyridine (3.00 mL) at 0° C. was added POCl3 (262 mg, 159 μL, 1.71 mmol, Eq: 1.5). The mixture was warmed to RT and stirred for 2 h. The mixture was evaporated, water was added and the mixture extracted with EtOAc. The combined organics were washed with water, brine, dried with MgSO4 and concentrated in vacuo. The crude material was puri... The reactants are C(C(C)C)C1=CC=C(C=C1)C(C1=CC=C(C=C1)CC(C)C)NC=1C=C(C(=O)C2=CN(C3=CC=CC=C23)CCC(=O)OCC)C=CC1 (ethyl 3-[3-[3-[bis(4-isobutylphenyl)methylamino]benzoyl]indol-1-yl]propionate), [OH-].[Na+] (sodium hydroxide). Solvent: O1CCOCC1 (1,4-dioxane), CO (methanol). Conditions: temperature 25 celsius, time 5 hour. The product is C(C(C)C)C1=CC=C(C=C1)C(C1=CC=C(C=C1)CC(C)C)NC=1C=C(C(=O)C2=CN(C3=CC=CC=C23)CCC(=O)O)C=CC1 (3-[3-[3-[bis(4-isobutylphenyl)methylamino]benzoyl]indol-1-yl]propionic acid). Isolated yield 77.5%. Reaction SMILES: [CH2:1]([C:5]1[CH:10]=[CH:9][C:8]([CH:11]([NH:22][C:23]2[CH:24]=[C:25]([CH:44]=[CH:45][CH:46]=2)[C:26]([C:28]2[C:36]3[C:31](=[CH:32][CH:33]=[CH:34][CH:35]=3)[N:30]([CH2:37][CH2:38][C:39]([O:41]CC)=[O:40])[CH:29]=2)=[O:27])[C:12]2[CH:17]=[CH:16][C:15]([CH2:18][CH:19]([CH3:21])[CH3:20])=[CH:14][CH:13]=2)=[CH:7][CH:6]=1)[CH:2]([CH3:4])[CH3:3].[OH-].[Na+]>O1CCOCC1.CO>[CH2:18]([C:15]1[CH:16]=[CH:17][C:12]([CH:11]([NH:22][C:23]2[CH:24]=[C:25]([CH:44]=[CH:45][CH:46]=2)[C:26]([C:28]2[C:36]3[C:31](=[CH:32][CH:33]=[CH:34][CH:35]=3)[N:30]([CH2:37][CH2:38][C:39]([OH:41])=[O:40])[CH:29]=2)=[O:27])[C:8]2[CH:7]=[CH:6][C:5]([CH2:1][CH:2]([CH3:4])[CH3:3])=[CH:10][CH:9]=2)=[CH:13][CH:14]=1)[CH:19]([CH3:20])[CH3:21] |f:1.2|. Reported procedure: To a solution of ethyl 3-[3-[3-[bis(4-isobutylphenyl)methylamino]benzoyl]indol-1-yl]propionate (507 mg) in a mixture of 1,4-dioxane (8 ml) and methanol (2 ml) was added 1N aqueous sodium hydroxide (2 ml), and the mixture was stirred at 25° C. for 5 hours. After evaporation of the organic solvent, the residue was acidified (pH 2) with 1N hydrochloric acid, and extracted with ethyl acetate. The extract was washed with water and dried over magnesium sulfate. After evaporation of the solvent, the re...